Dataset: the Open Reaction Database (ORD), a public repository of structured organic reaction records. Task: describe an organic reaction: reactants, conditions, products, and yield Starting materials: ClC1=C(C(=O)N2C3=C(CC4=C(C2)SC=C4)N=CC=C3)C=CC(=C1)[N+](=O)[O-] (5-(2-chloro-4-nitrobenzoyl)-6,10-dihydro-5H-pyrido[3,2-b]-thieno[3,2-e]azepine), [Cl-] (chloride). Run in C(C)O (ethanol). Product: ClC1=C(C(=O)N2C3=C(CC4=C(C2)SC=C4)N=CC=C3)C=CC(=C1)N (5-(2-Chloro-4-aminobenzoyl)-6,10-dihydro-5H-pyrido[3,2-b]thieno[3,2-e]azepine). Reaction SMILES: [Cl:1][C:2]1[CH:23]=[C:22]([N+:24]([O-])=O)[CH:21]=[CH:20][C:3]=1[C:4]([N:6]1[CH2:12][C:11]2[S:13][CH:14]=[CH:15][C:10]=2[CH2:9][C:8]2[N:16]=[CH:17][CH:18]=[CH:19][C:7]1=2)=[O:5].[Cl-]>C(O)C>[Cl:1][C:2]1[CH:23]=[C:22]([NH2:24])[CH:21]=[CH:20][C:3]=1[C:4]([N:6]1[CH2:12][C:11]2[S:13][CH:14]=[CH:15][C:10]=2[CH2:9][C:8]2[N:16]=[CH:17][CH:18]=[CH:19][C:7]1=2)=[O:5]. Procedure details: As described for Reference Example 204 5-(2-chloro-4-nitrobenzoyl)-6,10-dihydro-5H-pyrido[3,2-b]-thieno[3,2-e]azepine is reduced with stannus chloride (SnCl2) in ethanol to give the product as a solid. The reactants are C(C)(=O)C1=CC=C(C=C1)NS(=O)(=O)C (N-(4-acetylphenyl)methanesulfonamide), BrN1C(CCC1=O)=O (N-bromosuccinimide), C(C1=CC=CC=C1)(=O)OOC(C1=CC=CC=C1)=O (dibenzoyl peroxide). Run in C(Cl)(Cl)(Cl)Cl (carbon tetrachloride). Reaction conditions: temperature 80 celsius. The product is BrC=1C=C(C=CC1NS(=O)(=O)C)C(C)=O (3'-Bromo-4'-((methylsulfonyl)amino)acetophenone). As a reaction SMILES: [C:1]([C:4]1[CH:9]=[CH:8][C:7]([NH:10][S:11]([CH3:14])(=[O:13])=[O:12])=[CH:6][CH:5]=1)(=[O:3])[CH3:2].[Br:15]N1C(=O)CCC1=O.C(OOC(=O)C1C=CC=CC=1)(=O)C1C=CC=CC=1>C(Cl)(Cl)(Cl)Cl>[Br:15][C:8]1[CH:9]=[C:4]([C:1](=[O:3])[CH3:2])[CH:5]=[CH:6][C:7]=1[NH:10][S:11]([CH3:14])(=[O:12])=[O:13]. Procedure details: A mixture of 2.13 g (10 mmol) of N-(4-acetylphenyl)methanesulfonamide, 1.78 g (10 mmol) of N-bromosuccinimide and 0.28 g of dibenzoyl peroxide in 100 ml of carbon tetrachloride is heated for 16 hrs at 80° C. (oil bath). The resulting product is concentrated and extracted with methylene chloride. The extract is deposited on silica gel and chromatographed with 1% methanol-methylene chloride to give a product which is recrystallized from methylene chloride-pet. ether; m.p. 124°-126° C. MW 292.17. The reactants are ONC(=O)C1(CCN(CC1)CC1=CC=CC=C1)S(=O)(=O)C1=CC=C(C=C1)OCC1=CC=CC=C1 (1-Benzyl-4-(4-benzyloxy-benzenesulfonyl)-piperidine-4-carboxylic acid hydroxyamide), COC1=CC=C(C=C1)S (4-methoxybenzenethiol), C(=O)([O-])[O-].[K+].[K+] (K2CO3), α-bromo ethyl acetate. The solvent is CC(=O)C (acetone). Yields the product C(C)OC(CSC1=CC=C(C=C1)OC)=O ((4-methoxy- phenylsulfanyl)-acetic acid ethyl ester). Reaction SMILES: ON[C:3]([C:5]1([S:18]([C:21]2[CH:26]=[CH:25][C:24]([O:27][CH2:28]C3C=CC=CC=3)=[CH:23][CH:22]=2)(=O)=O)CCN(CC2C=CC=CC=2)CC1)=[O:4].C[O:36][C:37]1C=CC(S)=C[CH:38]=1.C([O-])([O-])=O.[K+].[K+]>CC(C)=O>[CH2:37]([O:36][C:3](=[O:4])[CH2:5][S:18][C:21]1[CH:22]=[CH:23][C:24]([O:27][CH3:28])=[CH:25][CH:26]=1)[CH3:38] |f:2.3.4|. Procedure: 1-Benzyl-4-(4-benzyloxy-benzenesulfonyl)-piperidine-4-carboxylic acid hydroxyamide To a stirred solution of 4-methoxybenzenethiol (2.8 gm, 20 mmol) and anhydrous K2CO3 (10 gm, excess) in dry acetone (100 ml), α-bromo ethyl acetate (3.3 gm, 20 mmol) was added in a round bottom flask and the reaction mixture was heated at reflux for 8 hours with good stirring. At the end, the reaction mixture was allowed to cool and the potassium salts were filtered off and the reaction mixture was concentrated. T... Reactants: CC(=CCSCCN)CCC=C(CCC=C(CCC=C(C)C)C)C (2-(3,7,11,15-Tetramethyl-2,6,10,14-hexadecatetraen-1-ylthio)ethylamine), CSC(=C[N+](=O)[O-])SC (1,1-bis(methylthio)-2-nitroethylene). The solvent is C(C)#N (acetonitrile). Product: CSC(=C[N+](=O)[O-])NCCSCC=C(CCC=C(CCC=C(CCC=C(C)C)C)C)C (2-Methylthio-1-nitro-2-[2-(3,7,11,15-tetramethyl-2,6,10,14-hexadecatetraen-1-ylthio)ethylamino]ethylene). Yield: 78.7%. As a reaction SMILES: [CH3:1][C:2]([CH2:9][CH2:10][CH:11]=[C:12]([CH3:24])[CH2:13][CH2:14][CH:15]=[C:16]([CH3:23])[CH2:17][CH2:18][CH:19]=[C:20]([CH3:22])[CH3:21])=[CH:3][CH2:4][S:5][CH2:6][CH2:7][NH2:8].[CH3:25][S:26][C:27](SC)=[CH:28][N+:29]([O-:31])=[O:30]>C(#N)C>[CH3:25][S:26][C:27]([NH:8][CH2:7][CH2:6][S:5][CH2:4][CH:3]=[C:2]([CH3:1])[CH2:9][CH2:10][CH:11]=[C:12]([CH3:24])[CH2:13][CH2:14][CH:15]=[C:16]([CH3:23])[CH2:17][CH2:18][CH:19]=[C:20]([CH3:22])[CH3:21])=[CH:28][N+:29]([O-:31])=[O:30]. Procedure: A mixture of 2-(3,7,11,15-tetramethyl-2,6,10,14-hexadecatetraen-1-ylthio)ethylamine (14.0 g, 40.0 mmol, prepared as described in Example 5) and 1,1-bis(methylthio)-2-nitroethylene (6.60 g, 40.0 mmol) in 100 ml of acetonitrile was heated at reflux temperature for 5 hours. The reaction mixture was evaporated in vacuo to dryness and the remaining residue was chromatographed on silica gel, eluting with CHCl3 /MeOH (200:1) to afford 14.7 g (78.6%) of the desired compound, as a pale yellow oil. The reactants are ClC=1C=C(C=C(C1)Cl)NCC(=O)N1C[C@H](CCC1)NC (2-(3,5-dichlorophenylamino)-1-((S)-3-(methylamino)piperidin-1-yl)ethanone), ClC1=NC(=NC=C1)N (4-chloropyrimidin-2-amine), CCN(C(C)C)C(C)C (DIEA). Run in CN(C)C=O (DMF), CCOC(=O)C (EtOAc). The product is NC1=NC=CC(=N1)N([C@@H]1CN(CCC1)C(CNC1=CC(=CC(=C1)Cl)Cl)=O)C (1-{(S)-3-[(2-amino-pyrimidin-4-yl)-methyl-amino]-piperidin-1-yl}-2-(3,5-dichloro-phenylamino)-ethanone). As a reaction SMILES: [Cl:1][C:2]1[CH:3]=[C:4]([NH:9][CH2:10][C:11]([N:13]2[CH2:18][CH2:17][CH2:16][C@H:15]([NH:19][CH3:20])[CH2:14]2)=[O:12])[CH:5]=[C:6]([Cl:8])[CH:7]=1.Cl[C:22]1[CH:27]=[CH:26][N:25]=[C:24]([NH2:28])[N:23]=1.CCN(C(C)C)C(C)C>CN(C=O)C.CCOC(C)=O>[NH2:28][C:24]1[N:23]=[C:22]([N:19]([CH3:20])[C@H:15]2[CH2:16][CH2:17][CH2:18][N:13]([C:11](=[O:12])[CH2:10][NH:9][C:4]3[CH:5]=[C:6]([Cl:8])[CH:7]=[C:2]([Cl:1])[CH:3]=3)[CH2:14]2)[CH:27]=[CH:26][N:25]=1. Procedure: A stirred solution of 2-(3,5-dichlorophenylamino)-1-((S)-3-(methylamino)piperidin-1-yl)ethanone (0.3 mg, 1.0 mmol), 4-chloropyrimidin-2-amine (60 mg, 0.5 mmol), DIEA (0.17 mL, 1.9 mmol) in DMF (2 mL) was heated to 100° C. for 2 days. The reaction mixture was diluted with EtOAc and washed with water. The organic layer was dried over Na2SO4 and evaporated in vacuo to give the crude compound which was purified (silica gel, gradient MeOH in CH2Cl2) to give the (20 mg, 5.2%). 1H NMR (400 MHz, CD3OD):...